From a dataset of the Open Reaction Database (ORD), a public repository of structured organic reaction records. describe an organic reaction: reactants, conditions, products, and yield Reactants: CC(C)(C)OC(=O)N1CCc2ccc(O)cc2CC1, CC(C)(C)[O-], CC(C)(C)O, CNC(=O)c1ccc(Cl)nc1, [K+]. Yields the product CNC(=O)c1ccc(Oc2ccc3c(c2)CCN(C(=O)OC(C)(C)C)CC3)nc1. RXN SMILES: [C:1]([CH3:2])([CH3:3])([CH3:4])[O:5][C:6](=[O:7])[N:8]1[CH2:9][CH2:10][c:11]2[c:12]([cH:15][c:16]([OH:19])[cH:17][cH:18]2)[CH2:13][CH2:14]1.[CH3:20][C:21]([CH3:22])([O-:23])[CH3:24].[CH3:37][C:38]([OH:39])([CH3:40])[CH3:41].[Cl:26][c:27]1[n:28][cH:29][c:30]([C:31](=[O:32])[NH:33][CH3:34])[cH:35][cH:36]1.[K+:25]>>[C:1]([CH3:2])([CH3:3])([CH3:4])[O:5][C:6](=[O:7])[N:8]1[CH2:9][CH2:10][c:11]2[c:12]([cH:15][c:16]([O:19][c:27]3[n:28][cH:29][c:30]([C:31](=[O:32])[NH:33][CH3:34])[cH:35][cH:36]3)[cH:17][cH:18]2)[CH2:13][CH2:14]1. Starting materials: CCOC(=O)C1CCN(C(C)C)CC1, [Li+], C1CCOC1, [OH-], O. Yields the product CC(C)N1CCC(C(=O)[O-])CC1, [Li+]. As a reaction SMILES: [CH:1]([CH3:2])([CH3:3])[N:4]1[CH2:5][CH2:6][CH:7]([C:10](=[O:11])[O:12][CH2:13][CH3:14])[CH2:8][CH2:9]1.[Li+:16].[O:18]1[CH2:19][CH2:20][CH2:21][CH2:22]1.[OH-:17].[OH2:15]>>[CH:1]([CH3:2])([CH3:3])[N:4]1[CH2:5][CH2:6][CH:7]([C:10](=[O:11])[O-:12])[CH2:8][CH2:9]1.[Li+:16].